describe an organic reaction: reactants, conditions, products, and yield From a dataset of the Open Reaction Database (ORD), a public repository of structured organic reaction records. Starting materials: C(C)OC(=O)CCC1=C(C=CC=C1OCCCC(=O)OCC)CCCCCCOC=1C=C(C=C(C1)C1=CC(=CC=C1)F)C(=O)O (5-{6-[2-(2-ethoxycarbonyl-ethyl)-3-(3-ethoxycarbonyl-propoxy)-phenyl]-hexyloxy}-3′-fluoro-biphenyl-3-carboxylic acid), CN1CCNCCC1 (1-methyl-[1,4]diazepane). Yields the product C(=O)(O)CCC1=C(OCCCC(=O)O)C=CC=C1CCCCCCOC=1C=C(C=C(C1)C(=O)N1CCN(CCC1)C)C1=CC(=CC=C1)F (4-(2-(2-Carboxy-ethyl)-3-{6-[3′-fluoro-5-(4-methyl-[1,4]diazepane-1-carbonyl)-biphenyl-3-yloxy]-hexyl}-phenoxy)-butyric acid). RXN SMILES: C([O:3][C:4]([CH2:6][CH2:7][C:8]1[C:13]([O:14][CH2:15][CH2:16][CH2:17][C:18]([O:20]CC)=[O:19])=[CH:12][CH:11]=[CH:10][C:9]=1[CH2:23][CH2:24][CH2:25][CH2:26][CH2:27][CH2:28][O:29][C:30]1[CH:31]=[C:32]([C:43]([OH:45])=O)[CH:33]=[C:34]([C:36]2[CH:41]=[CH:40][CH:39]=[C:38]([F:42])[CH:37]=2)[CH:35]=1)=[O:5])C.[CH3:46][N:47]1[CH2:53][CH2:52][CH2:51][NH:50][CH2:49][CH2:48]1>>[C:4]([CH2:6][CH2:7][C:8]1[C:9]([CH2:23][CH2:24][CH2:25][CH2:26][CH2:27][CH2:28][O:29][C:30]2[CH:35]=[C:34]([C:36]3[CH:41]=[CH:40][CH:39]=[C:38]([F:42])[CH:37]=3)[CH:33]=[C:32]([C:43]([N:50]3[CH2:51][CH2:52][CH2:53][N:47]([CH3:46])[CH2:48][CH2:49]3)=[O:45])[CH:31]=2)=[CH:10][CH:11]=[CH:12][C:13]=1[O:14][CH2:15][CH2:16][CH2:17][C:18]([OH:20])=[O:19])([OH:3])=[O:5]. Procedure: The title compound was prepared according to the general procedure described in Steps 7 and 8 of Method C starting from 5-{6-[2-(2-ethoxycarbonyl-ethyl)-3-(3-ethoxycarbonyl-propoxy)-phenyl]-hexyloxy}-3′-fluoro-biphenyl-3-carboxylic acid and 1-methyl-[1,4]diazepane (15% yield after two steps). Starting materials: C(C)(C)C=1NC2=C(N1)C=CC=C2 (2-isopropylbenzimidazole), [H-].[Na+] (sodium hydride), ClCC1=CC=C(C=C1)[N+](=O)[O-] (4-Chloromethyl-1-nitrobenzene). The solvent is C1CCOC1 (THF). Reaction conditions: time 2 hour. Product: C(C)(C)C1=NC2=C(N1CC1=CC=C(N)C=C1)C=CC=C2 (4-[(2-isopropyl-1H-benzimidazol-1-yl)methyl]aniline). Reaction SMILES: [CH:1]([C:4]1[NH:5][C:6]2[CH:12]=[CH:11][CH:10]=[CH:9][C:7]=2[N:8]=1)([CH3:3])[CH3:2].[H-].[Na+].Cl[CH2:16][C:17]1[CH:22]=[CH:21][C:20]([N+:23]([O-])=O)=[CH:19][CH:18]=1>C1COCC1>[CH:1]([C:4]1[N:5]([CH2:16][C:17]2[CH:22]=[CH:21][C:20]([NH2:23])=[CH:19][CH:18]=2)[C:6]2[CH:12]=[CH:11][CH:10]=[CH:9][C:7]=2[N:8]=1)([CH3:3])[CH3:2] |f:1.2|. Procedure details: A solution of 2-isopropylbenzimidazole (4.0 g, 25 mmol) in THF was treated with sodium hydride (1.00 g, 25 mmol, 60% dispersed in oil) under N2 atmosphere and stirred for 2 hr. 4-Chloromethyl-1-nitrobenzene (4.3 g, 25 mmol) was added and the reaction stirred for 16 hr. The reaction was worked by extraction from NaHCO3 with EtOAc×3, the combined organic layers were dried with MgSO4, filtered, and concentrated. This material was converted to the aniline as shown in Example 200. MS found: (M+H)=267... Starting materials: C(C1=CC=CC=C1)N(C[C@@H](C1=CC(=C(C=C1)OCC1=CC=CC=C1)[N+](=O)[O-])OC(C)=O)C1(CC2=CC=CC=C2C1)C (acetic acid (R)-2-[benzyl-(2-methyl-indan-2-yl)-amino]-1-(4-benzyloxy-3-nitro-phenyl)-ethyl ester), NC=1C=C(C=CC1OCC1=CC=CC=C1)[C@H](CN(C1CC2=CC(=C(C=C2C1)CC)CC)CC1=CC=CC=C1)O ((R)-1-(3-amino-4-benzyloxy-phenyl)-2-[benzyl-(5,6-diethyl-indan-2-yl)-amino]-ethanol). Run at time 6 hour. The product is NC=1C=C(C=CC1OCC1=CC=CC=C1)[C@H](CN(C1(CC2=CC=CC=C2C1)C)CC1=CC=CC=C1)OC(C)=O (Acetic acid (R)-1-(3-amino-4-benzyloxy-phenyl)-2-[benzyl-(2-methyl-indan-2-yl)-amino]-ethyl ester). RXN SMILES: [CH2:1]([N:8]([C:32]1([CH3:41])[CH2:40][C:39]2[C:34](=[CH:35][CH:36]=[CH:37][CH:38]=2)[CH2:33]1)[CH2:9][C@H:10]([O:28][C:29](=[O:31])[CH3:30])[C:11]1[CH:16]=[CH:15][C:14]([O:17][CH2:18][C:19]2[CH:24]=[CH:23][CH:22]=[CH:21][CH:20]=2)=[C:13]([N+:25]([O-])=O)[CH:12]=1)[C:2]1[CH:7]=[CH:6][CH:5]=[CH:4][CH:3]=1.NC1C=C([C@@H](O)CN(CC2C=CC=CC=2)C2CC3C(=CC(CC)=C(CC)C=3)C2)C=CC=1OCC1C=CC=CC=1>>[NH2:25][C:13]1[CH:12]=[C:11]([C@@H:10]([O:28][C:29](=[O:31])[CH3:30])[CH2:9][N:8]([CH2:1][C:2]2[CH:7]=[CH:6][CH:5]=[CH:4][CH:3]=2)[C:32]2([CH3:41])[CH2:33][C:34]3[C:39](=[CH:38][CH:37]=[CH:36][CH:35]=3)[CH2:40]2)[CH:16]=[CH:15][C:14]=1[O:17][CH2:18][C:19]1[CH:20]=[CH:21][CH:22]=[CH:23][CH:24]=1. Procedure: The title compound is prepared from acetic acid (R)-2-[benzyl-(2-methyl-indan-2-yl)-amino]-1-(4-benzyloxy-3-nitro-phenyl)-ethyl ester (2.90 g) by an analogous procedure to that used to prepare (R)-1-(3-amino-4-benzyloxy-phenyl)-2-[benzyl-(5,6-diethyl-indan-2-yl)-amino]-ethanol in Example 19. The reaction is shown to be complete by TLC after 6 hours. The catalyst is filtered off and the solvent is removed in vacuo. The product is not purified further. TLC (silica, n-hexane/ethyl acetate 2:1 Rf=0.... The reactants are [B-]C#N.[Na+] (Sodium cyanotrihydroborate), FC1(CNCCN(C1)C=1C=CC=2N(N1)C(=NN2)C(F)(F)F)F (6-(6,6-difluoro-1,4-diazepan-1-yl)-3-(trifluoromethyl)[1,2,4]triazolo[4,3-b]pyridazine), FC1=CC=C(C=O)C=C1 (4-fluorobenzaldehyde), C(C)(=O)O (acetic acid). Solvent: CO (methanol). Run at temperature 21 celsius, time 20 hour. Yields the product FC1(CN(CCN(C1)C=1C=CC=2N(N1)C(=NN2)C(F)(F)F)CC2=CC=C(C=C2)F)F (6-[6,6-difluoro-4-(4-fluorobenzyl)-1,4-diazepan-1-yl]-3-(trifluoromethyl)[1,2,4]triazolo[4,3-b]pyridazine). Isolated yield 57.7%. Reaction SMILES: [B-]C#N.[Na+].[F:5][C:6]1([F:26])[CH2:12][N:11]([C:13]2[CH:14]=[CH:15][C:16]3[N:17]([C:19]([C:22]([F:25])([F:24])[F:23])=[N:20][N:21]=3)[N:18]=2)[CH2:10][CH2:9][NH:8][CH2:7]1.[F:27][C:28]1[CH:35]=[CH:34][C:31]([CH:32]=O)=[CH:30][CH:29]=1.C(O)(=O)C>CO>[F:26][C:6]1([F:5])[CH2:12][N:11]([C:13]2[CH:14]=[CH:15][C:16]3[N:17]([C:19]([C:22]([F:24])([F:25])[F:23])=[N:20][N:21]=3)[N:18]=2)[CH2:10][CH2:9][N:8]([CH2:32][C:31]2[CH:34]=[CH:35][C:28]([F:27])=[CH:29][CH:30]=2)[CH2:7]1 |f:0.1|. Reported procedure: Sodium cyanotrihydroborate (58.5 mg, 0.93 mmol) was added to a stirred mixture of 6-(6,6-difluoro-1,4-diazepan-1-yl)-3-(trifluoromethyl)[1,2,4]triazolo[4,3-b]pyridazine (200 mg, 0.62 mmol), 4-fluorobenzaldehyde (93 mg, 0.75 mmol) and acetic acid (71.1 μl, 1.24 mmol) in methanol (10 mL) at room temperature. The resulting mixture was stirred at 21° C. for 20 hours. The reaction mixture was concentrated to dryness, diluted with methanol and a few drops of 7M ammonia in methanol were added. The mixt... Starting materials: [BH4-], CC(=O)c1ccc(NS(C)(=O)=O)c(C)c1, C1CCOC1, CC(C)(C)S(N)=O, CC[O-], CC[O-], CC[O-], CC[O-], [Na+], [Ti+4]. The product is Cc1cc(C(C)NS(=O)C(C)(C)C)ccc1NS(C)(=O)=O. RXN SMILES: [BH4-:23].[C:1]([CH3:2])(=[O:3])[c:4]1[cH:5][c:6]([CH3:15])[c:7]([NH:10][S:11](=[O:12])(=[O:13])[CH3:14])[cH:8][cH:9]1.[CH2:38]1[O:39][CH2:40][CH2:41][CH2:42]1.[CH3:16][C:17]([CH3:18])([CH3:19])[S:20](=[O:21])[NH2:22].[CH3:25][CH2:26][O-:27].[CH3:29][CH2:30][O-:31].[CH3:32][CH2:33][O-:34].[CH3:35][CH2:36][O-:37].[Na+:24].[Ti+4:28]>>[CH:1]([CH3:2])([c:4]1[cH:5][c:6]([CH3:15])[c:7]([NH:10][S:11](=[O:12])(=[O:13])[CH3:14])[cH:8][cH:9]1)[NH:22][S:20]([C:17]([CH3:16])([CH3:18])[CH3:19])=[O:21]. Reactants: ketones, C1=CC=CC=2C3=CC=CC=C3CC12 (fluorene), CC(C)(C)OO (TBHP). Yields the product C1(C=CC=C2C3=CC=CC=C3C=C12)=O (fluorenone). As a reaction SMILES: [CH:1]1[C:13]2[CH2:12][C:11]3[C:6](=[CH:7][CH:8]=[CH:9][CH:10]=3)[C:5]=2[CH:4]=[CH:3][CH:2]=1.CC([O:18]O)(C)C>>[C:1]1(=[O:18])[C:13]2[C:5]([C:6]3[C:11]([CH:12]=2)=[CH:10][CH:9]=[CH:8][CH:7]=3)=[CH:4][CH:3]=[CH:2]1. Reported procedure: We initially studied oxidation of methylene substituted benzylic aromatics to ketones (Scheme 1, R≠H). When a mixture of fluorene with 10 equivalents 70% aqueous TBHP was irradiated with microwave in a sealed vessel for 10 minutes (250 W, 170° C.), an almost quantitative yield of fluorenone was isolated (Table 1). As a control experiment, when we simply refluxed the same reaction mixture by conventional oil bath heating for 8 hours, only a trace amount of fluorenone could be detected by TLC. Oxi...